This data is from the Open Reaction Database (ORD), a public repository of structured organic reaction records. The task is: describe an organic reaction: reactants, conditions, products, and yield Product: COc1cc2ncc(C(N)=O)c(Nc3cccc(Br)c3)c2cc1OC. The reactants are COc1cc2ncc(C(=O)O)c(Nc3cccc(Br)c3)c2cc1OC, CN(C)C=O, N. Reaction SMILES: [Br:1][c:2]1[cH:3][c:4]([NH:8][c:9]2[c:10]([C:23](=[O:24])[OH:25])[cH:11][n:12][c:13]3[cH:14][c:15]([O:21][CH3:22])[c:16]([O:19][CH3:20])[cH:17][c:18]23)[cH:5][cH:6][cH:7]1.[CH3:27][N:28]([CH3:29])[CH:30]=[O:31].[NH3:26]>>[Br:1][c:2]1[cH:3][c:4]([NH:8][c:9]2[c:10]([C:23](=[O:25])[NH2:26])[cH:11][n:12][c:13]3[cH:14][c:15]([O:21][CH3:22])[c:16]([O:19][CH3:20])[cH:17][c:18]23)[cH:5][cH:6][cH:7]1. Reaction SMILES: Br[C:2]1[C:3](=[O:20])[C:4]([CH2:18][CH3:19])([CH3:17])[O:5][C:6]=1[C:7]1[CH:12]=[CH:11][C:10]([S:13]([CH3:16])(=[O:15])=[O:14])=[CH:9][CH:8]=1.C(=O)([O-])[O-].[Na+].[Na+].[F:27][C:28]1[CH:29]=[C:30](B(O)O)[CH:31]=[C:32]([F:34])[CH:33]=1>C1(C)C=CC=CC=1.C(O)C.C1C=CC([P]([Pd]([P](C2C=CC=CC=2)(C2C=CC=CC=2)C2C=CC=CC=2)([P](C2C=CC=CC=2)(C2C=CC=CC=2)C2C=CC=CC=2)[P](C2C=CC=CC=2)(C2C=CC=CC=2)C2C=CC=CC=2)(C2C=CC=CC=2)C2C=CC=CC=2)=CC=1>[F:27][C:28]1[CH:29]=[C:30]([C:2]2[C:3](=[O:20])[C:4]([CH2:18][CH3:19])([CH3:17])[O:5][C:6]=2[C:7]2[CH:12]=[CH:11][C:10]([S:13]([CH3:16])(=[O:15])=[O:14])=[CH:9][CH:8]=2)[CH:31]=[C:32]([F:34])[CH:33]=1 |f:1.2.3,^1:51,53,72,91|. The reactants are BrC=1C(C(OC1C1=CC=C(C=C1)S(=O)(=O)C)(C)CC)=O (4-bromo-2-ethyl-2-methy-5-{4-(methylsulfonyl)-phenyl}-3(2H)-furanone), C([O-])([O-])=O.[Na+].[Na+] (sodium carbonate), FC=1C=C(C=C(C1)F)B(O)O (3,5-difluorobenzeneboronic acid). The yield is 36.6%. The reagents and catalysts are C=1C=CC(=CC1)[P](C=2C=CC=CC2)(C=3C=CC=CC3)[Pd]([P](C=4C=CC=CC4)(C=5C=CC=CC5)C=6C=CC=CC6)([P](C=7C=CC=CC7)(C=8C=CC=CC8)C=9C=CC=CC9)[P](C=1C=CC=CC1)(C=1C=CC=CC1)C=1C=CC=CC1 (tetrakis(triphenylphosphine)palladium(0)). The solvent is C1(=CC=CC=C1)C (toluene), C(C)O (ethanol). Procedure details: To a stirred solution of 4-bromo-2-ethyl-2-methy-5-{4-(methylsulfonyl)-phenyl}-3(2H)-furanone (200 mg) in 15 ml toluene and 5 ml ethanol, were added 34 mg of tetrakis(triphenylphosphine)palladium(0), 5 ml of 2 M aqueous sodium carbonate solution, and 110 mg of 3,5-difluorobenzeneboronic acid. Then the reaction solution was stirred at 95° C. for 12 hours. The reaction solvent was evaporated off under reduced pressure and the resulting residue was extracted with 50 ml water and dichloromethane (30... Conditions: temperature 95 celsius, time 12 hour. Yields the product FC=1C=C(C=C(C1)F)C=1C(C(OC1C1=CC=C(C=C1)S(=O)(=O)C)(C)CC)=O (4-(3,5-difluorophenyl)-2-ethyl-2-methyl-5{4-(methylsulfonyl)phenyl}-3(2H)-furanone). Reactants: C1N(CC2C1CNC2)C=2C=CC=1N(N2)C(=NN1)C(F)(F)F (6-(hexahydropyrrolo[3,4-c]pyrrol-2(1H)-yl)-3-(trifluoromethyl)-[1,2,4]triazolo[4,3-b]pyridazine), FC1=CC=C(C=O)C=C1 (4-fluorobenzaldehyde). The product is FC1=CC=C(C=C1)CN1CC2CN(CC2C1)C=1C=CC=2N(N1)C(=NN2)C(F)(F)F (6-[2-[(4-fluorophenyl)methyl]-1,3,3a,4,6,6a-hexahydropyrrolo[3,4-c]pyrrol-5-yl]-3-(trifluoromethyl)-[1,2,4]triazolo[4,3-b]pyridazine). RXN SMILES: [CH2:1]1[CH:5]2[CH2:6][NH:7][CH2:8][CH:4]2[CH2:3][N:2]1[C:9]1[CH:10]=[CH:11][C:12]2[N:13]([C:15]([C:18]([F:21])([F:20])[F:19])=[N:16][N:17]=2)[N:14]=1.[F:22][C:23]1[CH:30]=[CH:29][C:26]([CH:27]=O)=[CH:25][CH:24]=1>>[F:22][C:23]1[CH:30]=[CH:29][C:26]([CH2:27][N:7]2[CH2:8][CH:4]3[CH:5]([CH2:1][N:2]([C:9]4[CH:10]=[CH:11][C:12]5[N:13]([C:15]([C:18]([F:20])([F:21])[F:19])=[N:16][N:17]=5)[N:14]=4)[CH2:3]3)[CH2:6]2)=[CH:25][CH:24]=1. Procedure: Reductive amination of 6-(hexahydropyrrolo[3,4-c]pyrrol-2(1H)-yl)-3-(trifluoromethyl)-[1,2,4]triazolo[4,3-b]pyridazine with 4-fluorobenzaldehyde was carried out according to General Synthetic Method 10. The crude product was purified by hplc using a Waters XBridge Prep C18 OBD column, 5μ silica, 30 mm diameter, 100 mm length eluted with decreasingly polar mixtures of water (containing 0.1% aqueous ammonia) and acetonitrile as eluents to give 6-[2-[(4-fluorophenyl)methyl]-1,3,3a,4,6,6a-hexahydrop... Starting materials: CCOC(=O)C(C)(Br)C(=O)Nc1ccc(Br)cc1C, Cl, [K], O. Product: Cc1cc(Br)ccc1NC(=O)C(C)(Br)C(=O)O. As a reaction SMILES: [Br:1][c:2]1[cH:3][c:4]([CH3:19])[c:5]([NH:8][C:9]([C:10]([C:11](=[O:12])[O:13][CH2:14][CH3:15])([CH3:16])[Br:17])=[O:18])[cH:6][cH:7]1.[ClH:22].[K:21].[OH2:20]>>[Br:1][c:2]1[cH:3][c:4]([CH3:19])[c:5]([NH:8][C:9]([C:10]([C:11](=[O:12])[OH:13])([CH3:16])[Br:17])=[O:18])[cH:6][cH:7]1. Starting materials: ice water, C([O-])([O-])=O.[K+].[K+] (potassium carbonate), ClC1=C(C(=O)C=2C=NN(C2O)C)C=CC(=C1)Cl (4-(2,4-dichlorobenzoyl)-1-methyl-5-hydroxypyrazole). Run in CN(C=O)C (N,N-dimethylformamide). Conditions: time 5 hour. Yields the product ClC1=CC2=C(C(C3=C(N(N=C3)C)O2)=O)C=C1 (7-chloro-1-methyl-[1]-benzopyrano[2,3-c]pyrazol-4-on), crystals. Yield: 92.0%. RXN SMILES: C(=O)([O-])[O-].[K+].[K+].Cl[C:8]1[CH:22]=[C:21]([Cl:23])[CH:20]=[CH:19][C:9]=1[C:10]([C:12]1[CH:13]=[N:14][N:15]([CH3:18])[C:16]=1[OH:17])=[O:11]>CN(C)C=O>[Cl:23][C:21]1[CH:20]=[CH:19][C:9]2[C:10](=[O:11])[C:12]3[CH:13]=[N:14][N:15]([CH3:18])[C:16]=3[O:17][C:8]=2[CH:22]=1 |f:0.1.2|. Procedure details: 1.38 g (0.01 mol) of potassium carbonate was added to 2.71 g (0.01 mol) of 4-(2,4-dichlorobenzoyl)-1-methyl-5-hydroxypyrazole dissolved in 20 ml of N,N-dimethylformamide, and the reaction mixture was stirred at 100°-120° C. for 5 hours. After cooling, the reaction mixture was poured into ice water, and extracted with chloroform. The chloroform layer was dried and the solvent was distilled off under reduced pressure to obtain a solid product. It was recrystallized from methanol to obtain 2.15 g o... Starting materials: IC1=NNC2=CN=C(C=C21)C#N (3-iodo-1H-pyrazolo[3,4-c]pyridine-5-carbonitrile), C(C)(C)N(CC)C(C)C (diisopropylethylamine), C(C1=CC=CC=C1)(C1=CC=CC=C1)(C1=CC=CC=C1)Cl (trityl chloride). The reagents and catalysts are [I-].C(CCC)[N+](CCCC)(CCCC)CCCC (tetra-n-butylammonium iodide). Solvent: ClCCl (dichloromethane). Yields the product IC1=NN(C2=CN=C(C=C21)C#N)C(C2=CC=CC=C2)(C2=CC=CC=C2)C2=CC=CC=C2 (3-Iodo-1-trityl-1H-pyrazolo[3,4-c]pyridine-5-carbonitrile). Yield: 47.3%. As a reaction SMILES: [I:1][C:2]1[C:10]2[C:5](=[CH:6][N:7]=[C:8]([C:11]#[N:12])[CH:9]=2)[NH:4][N:3]=1.C(N(C(C)C)CC)(C)C.[C:22](Cl)([C:35]1[CH:40]=[CH:39][CH:38]=[CH:37][CH:36]=1)([C:29]1[CH:34]=[CH:33][CH:32]=[CH:31][CH:30]=1)[C:23]1[CH:28]=[CH:27][CH:26]=[CH:25][CH:24]=1>ClCCl.[I-].C([N+](CCCC)(CCCC)CCCC)CCC>[I:1][C:2]1[C:10]2[C:5](=[CH:6][N:7]=[C:8]([C:11]#[N:12])[CH:9]=2)[N:4]([C:22]([C:23]2[CH:28]=[CH:27][CH:26]=[CH:25][CH:24]=2)([C:35]2[CH:36]=[CH:37][CH:38]=[CH:39][CH:40]=2)[C:29]2[CH:30]=[CH:31][CH:32]=[CH:33][CH:34]=2)[N:3]=1 |f:4.5|. Procedure details: To a solution of 5.8 g of 3-iodo-1H-pyrazolo[3,4-c]pyridine-5-carbonitrile in 70 mL of dichloromethane were added 13.1 mL of diisopropylethylamine, 2.4 g of tetra-n-butylammonium iodide and 12.0 g of trityl chloride at room temperature, and stirred at this temperature for a day. The solution was evaporated, diluted with ethyl acetate, washed successively with saturated ammonium chloride and saturated brine, and dried over anhydrous magnesium sulfate. The solvent was evaporated, and the crude pro... Reactants: FC(C(=O)O)(F)F (trifluoroacetic acid), C(C)(C)(C)OC(NCCC1=CC=C(C=C1)OC1=CC=C(C=C1)NC(C)=O)=O ({2-[4-(4-acetylamino-phenoxy)-phenyl]-ethyl}-carbamic acid tert-butyl ester). Run in ClCCl (dichloromethane). Reaction conditions: time 8 hour. Yields the product NCCC1=CC=C(OC2=CC=C(C=C2)NC(C)=O)C=C1 (N-{4-[4-(2-amino-ethyl)-phenoxy]-phenyl}-acetamide). Isolated yield 85.1%. As a reaction SMILES: FC(F)(F)C(O)=O.C(OC(=O)[NH:14][CH2:15][CH2:16][C:17]1[CH:22]=[CH:21][C:20]([O:23][C:24]2[CH:29]=[CH:28][C:27]([NH:30][C:31](=[O:33])[CH3:32])=[CH:26][CH:25]=2)=[CH:19][CH:18]=1)(C)(C)C>ClCCl>[NH2:14][CH2:15][CH2:16][C:17]1[CH:22]=[CH:21][C:20]([O:23][C:24]2[CH:29]=[CH:28][C:27]([NH:30][C:31](=[O:33])[CH3:32])=[CH:26][CH:25]=2)=[CH:19][CH:18]=1. Procedure details: Add trifluoroacetic acid (10 mL) dropwise to a solution of {2-[4-(4-acetylamino-phenoxy)-phenyl]-ethyl}-carbamic acid tert-butyl ester (3.7 g, 10 mmol) in dichloromethane (50 mL) at 0° C. Warm to room temperature and stir overnight. Concentrate on a rotary evaporator, dissolve residue in methanol then apply to a strong cation exchange column (Varian, 0.79 meq/g), and wash with methanol. Elute the product with 2M ammonia in methanol then concentrate on a rotary evaporator to yield N-{4-[4-(2-amin...